Task: describe an organic reaction: reactants, conditions, products, and yield. Dataset: the Open Reaction Database (ORD), a public repository of structured organic reaction records The reactants are C(C)(=O)C1=C(C(=O)O)C=CC=N1 (2-acetylnicotinic acid), C1(=CC=CC=C1)NC(NN)=O (4-phenylsemicarbazide). Run in CO (methanol), CO (methanol). Conditions: time 8 hour. Yields the product C1(=CC=CC=C1)NC(NN=C(C1=C(N=CC=C1)C(C)=O)O)=O (2-acetylnicotinic acid 4-phenylsemicarbazone), compound 1. RXN SMILES: [C:1]([C:4]1[N:12]=[CH:11][CH:10]=[CH:9][C:5]=1[C:6]([OH:8])=O)(=[O:3])[CH3:2].[C:13]1([NH:19][C:20](=[O:23])[NH:21][NH2:22])[CH:18]=[CH:17][CH:16]=[CH:15][CH:14]=1>CO>[C:13]1([NH:19][C:20](=[O:23])[NH:21][N:22]=[C:6]([OH:8])[C:5]2[CH:9]=[CH:10][CH:11]=[N:12][C:4]=2[C:1](=[O:3])[CH3:2])[CH:14]=[CH:15][CH:16]=[CH:17][CH:18]=1. Reported procedure: To a solution of 2-acetylnicotinic acid (0.40 g, 2.4 mmol) in 7 ml of methanol is added a solution of 4-phenylsemicarbazide (0.37 g, 2.4 mmol) in 5 ml of methanol. The mixture is stirred at RT overnight, after which the solid precipitate is collected by filtration, washed with ethanol and dried to give 2-acetylnicotinic acid 4-phenylsemicarbazone, m.p. 174° (dec.) (compound 1, Table A). Starting materials: C1(=CC=CC=C1)S (thiophenol), [OH-].[Na+] (sodium hydroxide), O1C2CN(CCC21)C(=O)OCC(Cl)(Cl)Cl (3,4-epoxy-1-(β,β,β-trichloroethoxycarbonyl)-piperidine). Run in C(C)#N (acetonitrile). Yields the product O[C@@H]1CN(CC[C@H]1SC1=CC=CC=C1)C(=O)OCC(Cl)(Cl)Cl (Trans-3-hydroxy-4-phenylthio-1-(β,β,β-trichloroethoxycarbonyl)-piperidine). Reaction SMILES: [O:1]1[CH:7]2[CH:2]1[CH2:3][N:4]([C:8]([O:10][CH2:11][C:12]([Cl:15])([Cl:14])[Cl:13])=[O:9])[CH2:5][CH2:6]2.[C:16]1([SH:22])[CH:21]=[CH:20][CH:19]=[CH:18][CH:17]=1.[OH-].[Na+]>C(#N)C>[OH:1][C@H:2]1[C@H:7]([S:22][C:16]2[CH:21]=[CH:20][CH:19]=[CH:18][CH:17]=2)[CH2:6][CH2:5][N:4]([C:8]([O:10][CH2:11][C:12]([Cl:15])([Cl:14])[Cl:13])=[O:9])[CH2:3]1 |f:2.3|. Reported procedure: 40 g (0.146 mol) of the 3,4-epoxy-1-(β,β,β-trichloroethoxycarbonyl)-piperidine obtained according to Example 12 are dissolved, together with 32 g (0.29 mol) of thiophenol and 146 ml (0.29 mol) of 2 N sodium hydroxide solution, in 300 ml of acetonitrile. The reaction mixture is heated under reflux for 4 hours, then cooled to room temperature and concentrated to about 1/3 of the original volume under a water pump vacuum. The solution is then diluted with 900 ml of water and extracted by shaking wi... Reactants: ClC(=O)OCC (ethyl chloroformate), ice water, C(C)(C)OC=1C=C(N)C=C(C1)OC(C)C (3,5-Diisopropyloxyaniline), CCN(CC)C=1C=CC=CC1 (diethylaniline), resultant mixture. The solvent is C1=CC=CC=C1 (benzene). Reaction conditions: time 12 hour. The product is C(C)(C)OC=1C=C(C=C(C1)OC(C)C)NC(OCC)=O (ethyl N-(3,5-diisopropyloxyphenyl)carbamate). Yield: 70.7%. As a reaction SMILES: [CH:1]([O:4][C:5]1[CH:6]=[C:7]([CH:9]=[C:10]([O:12][CH:13]([CH3:15])[CH3:14])[CH:11]=1)[NH2:8])([CH3:3])[CH3:2].CCN(C1C=CC=CC=1)CC.Cl[C:28]([O:30][CH2:31][CH3:32])=[O:29]>C1C=CC=CC=1>[CH:13]([O:12][C:10]1[CH:9]=[C:7]([NH:8][C:28](=[O:29])[O:30][CH2:31][CH3:32])[CH:6]=[C:5]([O:4][CH:1]([CH3:3])[CH3:2])[CH:11]=1)([CH3:15])[CH3:14]. Procedure details: 3,5-Diisopropyloxyaniline (2 g) and diethylaniline (1.5 g) were dissolved in benzene (20 ml). To the resultant mixture was dropwise added ethyl chloroformate (1.2 g) under ice-cooling. After being allowed to stand at room temperature for 12 hours, the reaction mixture was poured into ice water and extracted with ethyl acetate. The extract was washed with water, dried over magnesium sulfate, and concentrated under reduced pressure. The residue was purified by silica gel chromatography using a mix... The reactants are FC1=C(C#N)C(=CC=C1)NC1=C(C=CC=C1F)F (2-fluoro-6-(2,6-difluorophenylamino)benzonitrile), [O-]C1=CC=CC=C1.[Na+] (Sodium phenoxide), C1(=CC=CC=C1)O (phenol), [H-].[Na+] (sodium hydride). Solvent: CS(=O)C (dimethyl sulfoxide), O1CCCC1 (tetrahydrofuran). Run at temperature 110 celsius. The product is O(C1=CC=CC=C1)C1=C(C#N)C(=CC=C1)NC1=C(C=CC=C1F)F (2-Phenoxy-6-(2,6-difluorophenylamino)benzonitrile). Reaction SMILES: [O-:1][C:2]1[CH:7]=[CH:6][CH:5]=[CH:4][CH:3]=1.[Na+].C1(O)C=CC=CC=1.[H-].[Na+].F[C:19]1[CH:26]=[CH:25][CH:24]=[C:23]([NH:27][C:28]2[C:33]([F:34])=[CH:32][CH:31]=[CH:30][C:29]=2[F:35])[C:20]=1[C:21]#[N:22]>O1CCCC1.CS(C)=O>[O:1]([C:19]1[CH:26]=[CH:25][CH:24]=[C:23]([NH:27][C:28]2[C:29]([F:35])=[CH:30][CH:31]=[CH:32][C:33]=2[F:34])[C:20]=1[C:21]#[N:22])[C:2]1[CH:7]=[CH:6][CH:5]=[CH:4][CH:3]=1 |f:0.1,3.4|. Reported procedure: Sodium phenoxide was generated by dissolving phenol (0.25 g, 2.7 mmol) in dry tetrahydrofuran (5 mL), and adding sodium hydride (0.065 g, 2.7 mmol). After gas evolution ceased, the solvent was evaporated and 2-fluoro-6-(2,6-difluorophenylamino)benzonitrile (0.335 g, 1.35 mmol) dissolved in dimethyl sulfoxide (5 mL) was added. The mixture was heated to 110° C. while stirring under argon. The solvent was evaporated in vacuo, and the residue was partitioned between ethyl acetate and water. The orga... Starting materials: Brc1ccc(C#CCc2ccccc2)nc1, CCO, [H][H], O=[Pt]. The product is Brc1ccc(CCCc2ccccc2)nc1. Reaction SMILES: [Br:1][c:2]1[cH:3][cH:4][c:5]([C:8]#[C:9][CH2:10][c:11]2[cH:12][cH:13][cH:14][cH:15][cH:16]2)[n:6][cH:7]1.[CH3:19][CH2:20][OH:21].[H:17][H:18].[Pt:22]=[O:23]>>[Br:1][c:2]1[cH:3][cH:4][c:5]([CH2:8][CH2:9][CH2:10][c:11]2[cH:12][cH:13][cH:14][cH:15][cH:16]2)[n:6][cH:7]1. Starting materials: COC(C1=CN=C(C(=C1)Br)Cl)=O (5-bromo-6-chloro-nicotinic acid methyl ester), N[C@H](CC(C)C)CO ((R)-(−)-leucinol), N1CCCC1 (pyrrolidine), ClC=1C=C(C=CC1)B(O)O (3-chlorophenyl-boronic acid). Yields the product ClC=1C=C(C=CC1)C=1C(=NC=C(C(=O)N[C@H](CC(C)C)CO)C1)N1CCCC1 (5-(3-Chloro-phenyl)-N—((R)-1-hydroxymethyl-3-methyl-butyl)-6-pyrrolidin-1-yl-nicotinamide). Reaction SMILES: CO[C:3](=[O:12])[C:4]1[CH:9]=[C:8](Br)[C:7](Cl)=[N:6][CH:5]=1.[NH:13]1[CH2:17][CH2:16][CH2:15][CH2:14]1.[Cl:18][C:19]1[CH:20]=[C:21](B(O)O)[CH:22]=[CH:23][CH:24]=1.[NH2:28][C@@H:29]([CH2:34][OH:35])[CH2:30][CH:31]([CH3:33])[CH3:32]>>[Cl:18][C:19]1[CH:20]=[C:21]([C:8]2[C:7]([N:13]3[CH2:17][CH2:16][CH2:15][CH2:14]3)=[N:6][CH:5]=[C:4]([CH:9]=2)[C:3]([NH:28][C@@H:29]([CH2:34][OH:35])[CH2:30][CH:31]([CH3:33])[CH3:32])=[O:12])[CH:22]=[CH:23][CH:24]=1. Procedure details: The title compound was synthesized in analogy to the procedure described for the preparation of Example 43, using 5-bromo-6-chloro-nicotinic acid methyl ester, pyrrolidine (commercially available), 3-chlorophenyl-boronic acid (commercially available) and (R)-(−)-leucinol (commercially available) as starting materials. MS (ISP): 402.4 (M+H+).